This data is from the Open Reaction Database (ORD), a public repository of structured organic reaction records. The task is: describe an organic reaction: reactants, conditions, products, and yield RXN SMILES: [C:1]([CH:9]([C:11](=O)[C:12]1[CH:17]=[CH:16][CH:15]=[CH:14][CH:13]=1)C)(=O)[C:2]1[CH:7]=[CH:6][CH:5]=[CH:4][CH:3]=1.[C:19]([O-])(=O)C.[NH4+:23]>O.[OH-].[Na+]>[C:17]1([C:12]2[NH:23][C:1]([C:2]3[CH:3]=[CH:4][CH:5]=[CH:6][CH:7]=3)=[CH:9][CH:11]=2)[CH:16]=[CH:15][CH:14]=[CH:13][CH:19]=1 |f:1.2,4.5|. The solvent is O (water), [OH-].[Na+] (NaOH). Starting materials: C(C1=CC=CC=C1)(=O)C(C)C(C1=CC=CC=C1)=O (Dibenzoylethane), C(C)(=O)[O-].[NH4+] (ammonium acetate). Procedure: Dibenzoylethane (1.50 g, 6.30 mmol) and ammonium acetate (2.00 g, 25.2 mmol) were mixed together and the mixture was heated to 100° C. for 4 hours. The reaction mixture was cooled down to room temperature, diluted with 30 ml of water and basified with 1N NaOH until pH 14. The reaction mixture was extracted several times with chloroform. The combined organic phases were washed with 1N NaOH, water, brine and dried over MgSO4. Filtration and concentration afforded a crude product which was purified... Run at temperature 100 celsius. The product is C1(=CC=CC=C1)C=1NC(=CC1)C1=CC=CC=C1 (2,5-diphenylpyrrole). Yield: 15.8%. Procedure: Prepared as described in general procedure (P) using 1,1-dicyclohexyl-3-(5-formyl-thiazol-2-yl)-urea (42 mg. 0.125 mmol), 3-pyrazolidinone hydrochloride (23 mg, 0.188 mmol) and sodium triacetoxyborohydride (40 mg, 0.188 mmol) to afford 8 mg (16%) of the desired product after purification. As a reaction SMILES: [CH:1]1([N:7]([CH:18]2[CH2:23][CH2:22][CH2:21][CH2:20][CH2:19]2)[C:8]([NH:10][C:11]2[S:12][C:13]([CH:16]=O)=[CH:14][N:15]=2)=[O:9])[CH2:6][CH2:5][CH2:4][CH2:3][CH2:2]1.Cl.[NH:25]1[CH2:29][CH2:28][C:27](=[O:30])[NH:26]1.C(O[BH-](OC(=O)C)OC(=O)C)(=O)C.[Na+]>>[CH:18]1([N:7]([CH:1]2[CH2:6][CH2:5][CH2:4][CH2:3][CH2:2]2)[C:8]([NH:10][C:11]2[S:12][C:13]([CH2:16][N:25]3[CH2:29][CH2:28][C:27](=[O:30])[NH:26]3)=[CH:14][N:15]=2)=[O:9])[CH2:19][CH2:20][CH2:21][CH2:22][CH2:23]1 |f:1.2,3.4|. The product is C1(CCCCC1)N(C(=O)NC=1SC(=CN1)CN1NC(CC1)=O)C1CCCCC1 (1,1-Dicyclohexyl-3-[5-(3-oxo-pyrazolidin-1-ylmethyl)-thiazol-2-yl]-urea). The reactants are C1(CCCCC1)N(C(=O)NC=1SC(=CN1)C=O)C1CCCCC1 (1,1-dicyclohexyl-3-(5-formyl-thiazol-2-yl)-urea), Cl.N1NC(CC1)=O (3-pyrazolidinone hydrochloride), C(C)(=O)O[BH-](OC(C)=O)OC(C)=O.[Na+] (sodium triacetoxyborohydride). The reactants are C(=O)(O)[O-].[Na+] (NaHCO3), Cl (hydrochloric acid), [Si](C)(C)(C(C)(C)C)OCC=1C=C2CCCN(C2=NC1C(OC)OC)C(=O)NC1=NC=C(C(=C1)OC1CN2CCC1CC2)C#N (racemic 6-(((tert-butyldimethylsilyl)oxy)methyl)-N-(5-cyano-4-(quinuclidin-3-yloxy)pyridin-2-yl)-7-(dimethoxymethyl)-3,4-dihydro-1,8-naphthyridine-1(2H)-carboxamide), [Si](C)(C)(C(C)(C)C)OCC=1C=C2CCCN(C2=NC1C(OC)OC)C(=O)NC1=NC=C(C(=C1)OC1CN2CCC1CC2)C#N (racemic 6-(((tert-butyldimethylsilyl)oxy)methyl)-N-(5-cyano-4-(quinuclidin-3-yloxy)pyridin-2-yl)-7-(dimethoxymethyl)-3,4-dihydro-1,8-naphthyridine-1(2H)-carboxamide). Solvent: C1CCOC1 (THF). Product: C(#N)C=1C(=CC(=NC1)NC(=O)N1CCCC2=CC(=C(N=C12)C=O)CO)OC1CN2CCC1CC2 ((racemic) N-(5-cyano-4-(quinuclidin-3-yloxy)pyridin-2-yl)-7-formyl-6-(hydroxymethyl)-3,4-dihydro-1,8-naphthyridine-1(2H)-carboxamide). RXN SMILES: Cl.[Si]([O:9][CH2:10][C:11]1[CH:12]=[C:13]2[C:18](=[N:19][C:20]=1[CH:21](OC)[O:22]C)[N:17]([C:26]([NH:28][C:29]1[CH:34]=[C:33]([O:35][CH:36]3[CH:41]4[CH2:42][CH2:43][N:38]([CH2:39][CH2:40]4)[CH2:37]3)[C:32]([C:44]#[N:45])=[CH:31][N:30]=1)=[O:27])[CH2:16][CH2:15][CH2:14]2)(C(C)(C)C)(C)C.C([O-])(O)=O.[Na+]>C1COCC1>[C:44]([C:32]1[C:33]([O:35][CH:36]2[CH:41]3[CH2:42][CH2:43][N:38]([CH2:39][CH2:40]3)[CH2:37]2)=[CH:34][C:29]([NH:28][C:26]([N:17]2[C:18]3[C:13](=[CH:12][C:11]([CH2:10][OH:9])=[C:20]([CH:21]=[O:22])[N:19]=3)[CH2:14][CH2:15][CH2:16]2)=[O:27])=[N:30][CH:31]=1)#[N:45] |f:2.3|. Procedure: Aqueous hydrochloric acid (3 M, 1 ml) was added to a solution of racemic 6-(((tert-butyldimethylsilyl)oxy)methyl)-N-(5-cyano-4-(quinuclidin-3-yloxy)pyridin-2-yl)-7-(dimethoxymethyl)-3,4-dihydro-1,8-naphthyridine-1(2H)-carboxamide (intermediate 78, 120 mg, 0.193 mmol) in THF (1.6 ml) at room temperature. After stirring for 100 min saturated aqueous NaHCO3 was added, the mixture extracted with DCM (3×), the organic layers dried over Na2SO4 and evaporated. The residue was sonicated with EtOAc (2 ml... The reactants are ClC1=NC=2N(C(=C1)N(COCC[Si](C)(C)C)COCC[Si](C)(C)C)N=CC2I (5-chloro-3-iodo-N,N-bis((2-(trimethylsilyl)ethoxy)methyl)pyrazolo[1,5-a]pyrimidin-7-amine), N1=C(C=CC2=CC=CC=C12)B(O)O (quinoline boronic acid), [O-]P(=O)([O-])[O-].[K+].[K+].[K+].O (K3PO4.H2O). The reagents and catalysts are C1=CC=C(C=C1)P([C-]2C=CC=C2)C3=CC=CC=C3.C1=CC=C(C=C1)P([C-]2C=CC=C2)C3=CC=CC=C3.Cl[Pd]Cl.[Fe+2] (PdCl2(dppf)2). Run in COCCOC (DME), O (H2O). Reaction conditions: temperature 60 celsius. The product is EtOAc hexanes, ClC1=NC=2N(C(=C1)N(COCC[Si](C)(C)C)COCC[Si](C)(C)C)N=CC2C=2C=NC1=CC=CC=C1C2 (5-chloro-3-(quinolin-3-yl)-N,N-bis((2-(trimethylsilyl)ethoxy)methyl)pyrazolo[1,5-a]pyrimidin-7-amine). The yield is 10.0%. RXN SMILES: [Cl:1][C:2]1[CH:7]=[C:6]([N:8]([CH2:17][O:18][CH2:19][CH2:20][Si:21]([CH3:24])([CH3:23])[CH3:22])[CH2:9][O:10][CH2:11][CH2:12][Si:13]([CH3:16])([CH3:15])[CH3:14])[N:5]2[N:25]=[CH:26][C:27](I)=[C:4]2[N:3]=1.[N:29]1[C:38]2[C:33](=[CH:34][CH:35]=[CH:36][CH:37]=2)[CH:32]=[CH:31][C:30]=1B(O)O.[O-]P([O-])([O-])=O.[K+].[K+].[K+].O>COCCOC.O.C1C=CC(P(C2C=CC=CC=2)[C-]2C=CC=C2)=CC=1.C1C=CC(P(C2C=CC=CC=2)[C-]2C=CC=C2)=CC=1.Cl[Pd]Cl.[Fe+2]>[Cl:1][C:2]1[CH:7]=[C:6]([N:8]([CH2:17][O:18][CH2:19][CH2:20][Si:21]([CH3:24])([CH3:23])[CH3:22])[CH2:9][O:10][CH2:11][CH2:12][Si:13]([CH3:16])([CH3:15])[CH3:14])[N:5]2[N:25]=[CH:26][C:27]([C:31]3[CH:30]=[N:29][C:38]4[C:33]([CH:32]=3)=[CH:34][CH:35]=[CH:36][CH:37]=4)=[C:4]2[N:3]=1 |f:2.3.4.5.6,9.10.11.12|. Procedure: To crude 5-chloro-3-iodo-N,N-bis((2-(trimethylsilyl)ethoxy)methyl)pyrazolo[1,5-a]pyrimidin-7-amine (Int-10b, 7.1 g) in DME (120 mL) and H2O (15 mL) were added the quinoline boronic acid (2.4 g, 14.1 mmol), PdCl2(dppf)2 (1.0 g, 1.2 mmol) and K3PO4.H2O (5.4 g, 25.6 mmol). The reaction mixture was heated at 60° C. for 2 hours, at which time LC/MS analysis confirmed full consumption of starting material. On cooling, H2O (40 mL) and EtOAc (100 mL) were added and organics were extracted with EtOAc (4×...